From a dataset of the Open Reaction Database (ORD), a public repository of structured organic reaction records. describe an organic reaction: reactants, conditions, products, and yield The product is acetate esters, C(C)(=O)OCCC(C)C (isoamyl acetate). The reactants are C(C)(=O)OCC (ethyl acetate), alcohol, esters, alcohols, O=C[C@H](O)[C@@H](O)[C@H](O)[C@H](O)CO (glucose). Procedure details: Liquid rich medium high in glucose content (10 ml PS-medium in 25 ml tube) was inoculated with the appropriate yeast strain and grown overnight at 30° C. 1-2 ml of this culture containing 107 cells was used to inoculate 50 ml fresh medium in a 250 ml conical flask. The culture was incubated at room temperature for 5 days with agitation (90 rpm.). Yeast cells were sedimented overnight at 4° C. and the supernatant discarded. 50 ml fresh medium was added to the cells and 2. generation fermentation ... Conditions: time 5 day. As a reaction SMILES: [C:1]([O:4][CH2:5][CH3:6])(=[O:3])[CH3:2].O=[CH:8][C@@H:9]([C@H:11]([C@@H]([C@@H](CO)O)O)O)O>>[C:1]([O:4][CH2:5][CH2:6][CH:9]([CH3:11])[CH3:8])(=[O:3])[CH3:2]. The reactants are CO, N, COC(=O)c1sc(-n2cnc3cnccc32)cc1OCc1ccccc1OC(F)(F)F. RXN SMILES: [CH3:33][OH:34].[NH3:32].[n:1]1(-[c:10]2[cH:11][c:12]([O:19][CH2:20][c:21]3[c:22]([O:27][C:28]([F:29])([F:30])[F:31])[cH:23][cH:24][cH:25][cH:26]3)[c:13]([C:15]([O:17][CH3:16])=[O:18])[s:14]2)[cH:2][n:3][c:4]2[cH:5][n:6][cH:7][cH:8][c:9]12>>[n:1]1(-[c:10]2[cH:11][c:12]([O:19][CH2:20][c:21]3[c:22]([O:27][C:28]([F:29])([F:30])[F:31])[cH:23][cH:24][cH:25][cH:26]3)[c:13]([C:15](=[O:17])[NH2:32])[s:14]2)[cH:2][n:3][c:4]2[cH:5][n:6][cH:7][cH:8][c:9]12. Yields the product NC(=O)c1sc(-n2cnc3cnccc32)cc1OCc1ccccc1OC(F)(F)F. Reactants: NC1=CC2=C(N=CS2)C=C1 (6-aminobenzothiazole), BrBr (Br2), CCOC(=O)C.CCCCCC (EtOAc n-Hexane). Run in CCOC(=O)C (EtOAc), CC(=O)O (AcOH). Reaction conditions: temperature 25 celsius, time 1 hour. Product: BrC1=C(C=CC=2N=CSC21)N (7-Bromo-6-aminobenzothiazole). Isolated yield 79.1%. RXN SMILES: [NH2:1][C:2]1[CH:10]=[CH:9][C:5]2[N:6]=[CH:7][S:8][C:4]=2[CH:3]=1.[Br:11]Br.CCOC(C)=O.CCCCCC>CC(O)=O.CCOC(C)=O>[Br:11][C:3]1[C:4]2[S:8][CH:7]=[N:6][C:5]=2[CH:9]=[CH:10][C:2]=1[NH2:1] |f:2.3|. Reported procedure: To a solution of 6-aminobenzothiazole (16 g, 107 mmol) in 100 mL of AcOH was added Br2 (2.0 mL, 43 mmol) dropwise and the resulting reaction mixture was stirred for 1 h at 25° C. Reaction mixture was concentrated in vacuo, yielding a yellow solid which was dissolved in EtOAc and washed with aq. NaHCO3. Organic layer was dried over Na2SO4 and concentrated in vacuo, yielding an oil which was subjected to column chromatography (10-50% EtOAc/n-Hexane) to obtain 7.8 g (34 mmol, 80% ) of the desired p... Reactants: O=C([O-])[O-], COC(=O)C1=NNc2ccc(C)cc2S1(=O)=O, ClCCl, CI, [K+], [K+], CN(C)C=O. Product: COC(=O)C1=NN(C)c2ccc(C)cc2S1(=O)=O. As a reaction SMILES: [C:1](=[O:2])([O-:3])[O-:4].[CH3:9][c:10]1[cH:11][cH:12][c:13]2[c:14]([cH:25]1)[S:15](=[O:23])(=[O:24])[C:16]([C:19](=[O:20])[O:21][CH3:22])=[N:17][NH:18]2.[Cl:26][CH2:27][Cl:28].[I:7][CH3:8].[K+:5].[K+:6].[O:29]=[CH:30][N:31]([CH3:32])[CH3:33]>>[CH3:1][N:18]1[c:13]2[cH:12][cH:11][c:10]([CH3:9])[cH:25][c:14]2[S:15](=[O:23])(=[O:24])[C:16]([C:19](=[O:20])[O:21][CH3:22])=[N:17]1. The reactants are C1(=CC=CC=C1)C=1SC=C(N1)C1=C(C(=O)O)C=CC=C1 (2-(2-phenylthiazol-4-yl)benzoic acid), [Cl-].NC(C(C(CCCC)[NH3+])O)=O (1-amino-2-hydroxy-1-oxoheptan-3-aminium chloride). The product is NC(C(C(CCCC)NC(C1=C(C=CC=C1)C=1N=C(SC1)C1=CC=CC=C1)=O)O)=O (N-(1-Amino-2-hydroxy-1-oxoheptan-3-yl)-2-(2-phenylthiazol-4-yl)benzamide). The yield is 87.7%. Reaction SMILES: [C:1]1([C:7]2[S:8][CH:9]=[C:10]([C:12]3[CH:20]=[CH:19][CH:18]=[CH:17][C:13]=3[C:14]([OH:16])=O)[N:11]=2)[CH:6]=[CH:5][CH:4]=[CH:3][CH:2]=1.[Cl-].[NH2:22][C:23](=[O:32])[CH:24]([OH:31])[CH:25]([NH3+:30])[CH2:26][CH2:27][CH2:28][CH3:29]>>[NH2:22][C:23](=[O:32])[CH:24]([OH:31])[CH:25]([NH:30][C:14](=[O:16])[C:13]1[CH:17]=[CH:18][CH:19]=[CH:20][C:12]=1[C:10]1[N:11]=[C:7]([C:1]2[CH:2]=[CH:3][CH:4]=[CH:5][CH:6]=2)[S:8][CH:9]=1)[CH2:26][CH2:27][CH2:28][CH3:29] |f:1.2|. Procedure: Coupling of 2-(2-phenylthiazol-4-yl)benzoic acid (200 mg, 0.711 mmol) and 1-amino-2-hydroxy-1-oxoheptan-3-aminium chloride (145 mg, 0.737 mmol) in an analogous manner as described for example 1.2 afforded 264 mg of the title compound as white solid. The reactants are C(O)([O-])=O.[Na+] (sodium hydrogencarbonate), CNC(=O)OCC=1C=C(C=CC1)C1=C(N2C([C@@H]([C@H]2C1)[C@@H](C)O[Si](CC)(CC)CC)=O)C(=O)OCC=C (allyl (5R,6S)-3-[3-({[(methylamino)carbonyl]oxy}methyl)phenyl]-7-oxo-6-{(1R)-1-[(triethylsilyl)oxy]ethyl}-1-azabicyclo[3.2.0]hept-2-ene-2-carboxylate), FC(S(=O)(=O)O)(F)F (trifluoromethanesulfonic acid). The solvent is C1CCOC1 (THF), O (water). Run at time 25 minute. The product is O[C@H](C)[C@@H]1[C@H]2CC(=C(N2C1=O)C(=O)OCC=C)C1=CC(=CC=C1)COC(=O)NC (allyl (5R,6S)-6-[(1R)-1-hydroxyethyl]-3-[3-({[(methylamino)carbonyl]oxy}methyl)phenyl]-7-oxo-1-azabicyclo[3.2.0]hept-2-ene-2-carboxylate). The yield is 62.9%. As a reaction SMILES: [CH3:1][NH:2][C:3]([O:5][CH2:6][C:7]1[CH:8]=[C:9]([C:13]2[CH2:19][C@H:18]3[N:15]([C:16](=[O:30])[C@@H:17]3[C@H:20]([O:22][Si](CC)(CC)CC)[CH3:21])[C:14]=2[C:31]([O:33][CH2:34][CH:35]=[CH2:36])=[O:32])[CH:10]=[CH:11][CH:12]=1)=[O:4].FC(F)(F)S(O)(=O)=O.C(=O)([O-])O.[Na+]>C1COCC1.O>[OH:22][C@@H:20]([C@H:17]1[C:16](=[O:30])[N:15]2[C@@H:18]1[CH2:19][C:13]([C:9]1[CH:10]=[CH:11][CH:12]=[C:7]([CH2:6][O:5][C:3]([NH:2][CH3:1])=[O:4])[CH:8]=1)=[C:14]2[C:31]([O:33][CH2:34][CH:35]=[CH2:36])=[O:32])[CH3:21] |f:2.3|. Reported procedure: To a solution of allyl (5R,6S)-3-[3-({[(methylamino)carbonyl]oxy}methyl)phenyl]-7-oxo-6-{(1R)-1-[(triethylsilyl)oxy]ethyl}-1-azabicyclo[3.2.0]hept-2-ene-2-carboxylate (284 mg) in THF (4 ml) was added a solution of anhydrous trifluoromethanesulfonic acid (0.6 ml) in water (2 ml) at 0° C., and the solution was stirred for 25 minutes. Thereto was added a cold aqueous saturated sodium hydrogencarbonate solution and the mixture was extracted with ethyl acetate. The organic layer was washed with a sat...